From a dataset of the Open Reaction Database (ORD), a public repository of structured organic reaction records. describe an organic reaction: reactants, conditions, products, and yield Reactants: FC1=C(C=C(C(=C1)C1=CC=C2C(=NNC2=C1)C=1NC2=C(CNCC2)N1)CC(F)(F)F)O (2-fluoro-4-[3-(4,5,6,7-tetrahydro-1H-imidazo[4,5-c]pyridin-2-yl)-1H-indazol-6-yl]-5-(2,2,2-trifluoro-ethyl)-phenol), N1=CC=CC2=CC(=CC=C12)C=O (quinoline-6-carbaldehyde). Yields the product FC1=C(C=C(C(=C1)C1=CC=C2C(=NNC2=C1)C1=NC2=C(CCN(C2)CC=2C=C3C=CC=NC3=CC2)N1)CC(F)(F)F)O (2-Fluoro-4-[3-(5-quinolin-6-ylmethyl-4,5,6,7-tetrahydro-1H-imidazo[4,5-d]pyridin-2-yl)-1H-indazol-6-yl]-5-(2,2,2-trifluoro-ethyl)-phenol). As a reaction SMILES: [F:1][C:2]1[CH:7]=[C:6]([C:8]2[CH:16]=[C:15]3[C:11]([C:12]([C:17]4[NH:18][C:19]5[CH2:24][CH2:23][NH:22][CH2:21][C:20]=5[N:25]=4)=[N:13][NH:14]3)=[CH:10][CH:9]=2)[C:5]([CH2:26][C:27]([F:30])([F:29])[F:28])=[CH:4][C:3]=1[OH:31].[N:32]1[C:41]2[C:36](=[CH:37][C:38]([CH:42]=O)=[CH:39][CH:40]=2)[CH:35]=[CH:34][CH:33]=1>>[F:1][C:2]1[CH:7]=[C:6]([C:8]2[CH:16]=[C:15]3[C:11]([C:12]([C:17]4[NH:18][C:19]5[CH2:24][CH2:23][N:22]([CH2:42][C:38]6[CH:37]=[C:36]7[C:41](=[CH:40][CH:39]=6)[N:32]=[CH:33][CH:34]=[CH:35]7)[CH2:21][C:20]=5[N:25]=4)=[N:13][NH:14]3)=[CH:10][CH:9]=2)[C:5]([CH2:26][C:27]([F:28])([F:29])[F:30])=[CH:4][C:3]=1[OH:31]. Procedure details: The title compound was prepared from 2-fluoro-4-[3-(4,5,6,7-tetrahydro-1H-imidazo[4,5-c]pyridin-2-yl)-1H-indazol-6-yl]-5-(2,2,2-trifluoro-ethyl)-phenol (100 mg, 0.21 mmol) and quinoline-6-carbaldehyde (72.9 mg, 0.46 mmol) using the method of Example 51. The crude material was purified initially over silica and finally by Prep TLC (Mobile Phase: 10% MeOH-DCM) to afford the title compound as an off white solid in 22.9% yield, 28 mg.